The task is: describe an organic reaction: reactants, conditions, products, and yield. This data is from the Open Reaction Database (ORD), a public repository of structured organic reaction records. The reactants are COC([C@@H](C(C1=CC=CC=C1)C1=CC=CC=C1)NC(C)=O)=O ((R)-2-Acetylamino-3,3-diphenylpropionic acid methyl ester), C(=O)=O (CO2), C(Cl)(Cl)Cl (CHCl3). The solvent is CO (methanol). Product: C(C)(=O)NC(C(=O)OC)=C(C1=CC=CC=C1)C1=CC=CC=C1 (Methyl 2-acetamido-3,3-diphenylacrylate). As a reaction SMILES: [CH3:1][O:2][C:3](=[O:22])[C@H:4]([NH:18][C:19](=[O:21])[CH3:20])[CH:5]([C:12]1[CH:17]=[CH:16][CH:15]=[CH:14][CH:13]=1)[C:6]1[CH:11]=[CH:10][CH:9]=[CH:8][CH:7]=1.C(Cl)(Cl)Cl.C(=O)=O>CO>[C:19]([NH:18][C:4](=[C:5]([C:12]1[CH:13]=[CH:14][CH:15]=[CH:16][CH:17]=1)[C:6]1[CH:7]=[CH:8][CH:9]=[CH:10][CH:11]=1)[C:3]([O:2][CH3:1])=[O:22])(=[O:21])[CH3:20]. Procedure: (R)-2-Acetylamino-3,3-diphenylpropionic acid methyl ester, reaction time 6 h, conversion 100%. [α]D25-101.6 (c=1.02, CHCl3). ee 80.7% (SFC, 2× Chiralpak AD-H columns, 10% methanol, 3000 psi CO2, 35° C., flow rate 3 ml/minute, retention times R 5.2 minutes, S 10.1 minutes). Comparative examples have been disclosed by Boulton (Boulton, L. T., WO 2006127273). The reactants are C(C1=CC=CC=C1)(=O)OC[C@@H]1[C@@H]([C@@H](C=CO1)O)O (6-O-benzoylgalactal), ClCC(=O)OC=C (vinyl chloroacetate). Solvent: COCCOC (DME). Conditions: time 6 hour. Product: C(C1=CC=CC=C1)(=O)OC[C@@H]1[C@@H]([C@@H](C=CO1)OC(CCl)=O)O (6-O-benzoyl-3-O-chloroacetyl-galactal). Yield: 80.0%. As a reaction SMILES: [C:1]([O:9][CH2:10][C@H:11]1[O:16][CH:15]=[CH:14][C@@H:13]([OH:17])[C@H:12]1[OH:18])(=[O:8])[C:2]1[CH:7]=[CH:6][CH:5]=[CH:4][CH:3]=1.[Cl:19][CH2:20][C:21](OC=C)=[O:22]>COCCOC>[C:1]([O:9][CH2:10][C@H:11]1[O:16][CH:15]=[CH:14][C@@H:13]([O:17][C:21](=[O:22])[CH2:20][Cl:19])[C@H:12]1[OH:18])(=[O:8])[C:2]1[CH:3]=[CH:4][CH:5]=[CH:6][CH:7]=1. Procedure details: 1.0 g (4 mmol) of 6-O-benzoylgalactal is taken up in about 20-25 ml of DME and 10-15 ml of vinyl chloroacetate and stirred with 1 g of lipase from Pseudomonas spec. (lipase P, Amano) at room temperature for about 5-7 h. Filtering off the reusable enzyme, concentration of the solution in vacuo and chromatography on silica gel (ether/hexane 1:1) or crystallization result in 6-O-benzoyl-3-O-chloroacetyl-galactal in 80% yield (1050 mg). Starting materials: CNC(C)=NS(=O)(=O)C=CC1=CC(=C(C=C1)Cl)Cl (N-methyl-N'-(3,4-dichlorostyrylsulfonyl)acetamidine), [OH-].[Na+] (sodium hydroxide), CN(C(C1=CC=CC=C1)=N)C=CC1=CC=C(C=C1)[N+](=O)[O-] (N-Methyl-N-(4-nitrostyryl)benzamidine). Procedure details: Treating N-methyl-N'-(3,4-dichlorostyrylsulfonyl)acetamidine with aqueous sodium hydroxide in acetone according to the procedure of Example 32 (c) provides N-methyl-N-(3,4-dichlorostyryl)acetamidine. Solvent: CC(=O)C (acetone). The product is CN(C(C)=N)C=CC1=CC(=C(C=C1)Cl)Cl (N-methyl-N-(3,4-dichlorostyryl)acetamidine). As a reaction SMILES: CNC(=NS([CH:9]=[CH:10][C:11]1[CH:16]=[CH:15][C:14]([Cl:17])=[C:13]([Cl:18])[CH:12]=1)(=O)=O)C.[OH-].[Na+].[CH3:21][N:22](C=CC1C=CC([N+]([O-])=O)=CC=1)[C:23](=[NH:30])[C:24]1C=CC=CC=1>CC(C)=O>[CH3:21][N:22]([CH:9]=[CH:10][C:11]1[CH:16]=[CH:15][C:14]([Cl:17])=[C:13]([Cl:18])[CH:12]=1)[C:23](=[NH:30])[CH3:24] |f:1.2|. Reactants: O=C(Cl)C1CCCC1, CC(C)N1CC2N(C(=O)C(N)CN2S(=O)(=O)c2ccc(Cl)cc2Cl)C(Cc2ccc(Cl)cc2)C1=O. Yields the product CC(C)N1CC2N(C(=O)C(NC(=O)C3CCCC3)CN2S(=O)(=O)c2ccc(Cl)cc2Cl)C(Cc2ccc(Cl)cc2)C1=O. RXN SMILES: [CH:1]1([C:6](=[O:7])[Cl:8])[CH2:2][CH2:3][CH2:4][CH2:5]1.[NH2:9][CH:10]1[CH2:11][N:12]([S:33](=[O:34])(=[O:35])[c:36]2[c:37]([Cl:43])[cH:38][c:39]([Cl:42])[cH:40][cH:41]2)[CH:13]2[N:14]([C:15]1=[O:16])[CH:17]([CH2:25][c:26]1[cH:27][cH:28][c:29]([Cl:32])[cH:30][cH:31]1)[C:18](=[O:24])[N:19]([CH:21]([CH3:22])[CH3:23])[CH2:20]2>>[CH:1]1([C:6](=[O:7])[NH:9][CH:10]2[CH2:11][N:12]([S:33](=[O:34])(=[O:35])[c:36]3[c:37]([Cl:43])[cH:38][c:39]([Cl:42])[cH:40][cH:41]3)[CH:13]3[N:14]([C:15]2=[O:16])[CH:17]([CH2:25][c:26]2[cH:27][cH:28][c:29]([Cl:32])[cH:30][cH:31]2)[C:18](=[O:24])[N:19]([CH:21]([CH3:22])[CH3:23])[CH2:20]3)[CH2:2][CH2:3][CH2:4][CH2:5]1. Product: C(C)(C)(C)OC(=O)N1C[C@@H]([C@H](CC1)C1=CC=C(C=C1)OCCCOCC1=C(C=CC=C1)OC)OCC1=CC=C2CCCN(C2=C1)CCCOC ((3R,4R)-4-[4-[3-(2-methoxy-benzyloxy)-propoxy]-phenyl]-3-[1-(3-methoxy-propyl)-1,2,3,4-tetrahydro-quinolin-7-ylmethoxy]-piperidine-1-carboxylic acid tert-butyl ester). The reactants are ice, C(C)(C)(C)OC(=O)N1C[C@@H]([C@H](CC1)C1=CC=C(C=C1)OCCCOCC1=C(C=CC=C1)OC)OCC1=CC=C2CCCN(C2=C1)CCCOS(=O)(=O)C ((3R,4R)-3-[1-(3-methanesulfonyloxy-propyl)-1,2,3,4-tetrahydro-quinolin-7-ylmethoxy]-4-[4-[3-(2-methoxy-benzyloxy)-propoxy]-phenyl]-piperidine-1-carboxylic acid tert-butyl ester), 0.0, [H-].[Na+] (sodium hydride), CO (methanol), ice water. RXN SMILES: [C:1]([O:5][C:6]([N:8]1[CH2:13][CH2:12][C@H:11]([C:14]2[CH:19]=[CH:18][C:17]([O:20][CH2:21][CH2:22][CH2:23][O:24][CH2:25][C:26]3[CH:31]=[CH:30][CH:29]=[CH:28][C:27]=3[O:32][CH3:33])=[CH:16][CH:15]=2)[C@@H:10]([O:34][CH2:35][C:36]2[CH:45]=[C:44]3[C:39]([CH2:40][CH2:41][CH2:42][N:43]3[CH2:46][CH2:47][CH2:48][O:49]S(C)(=O)=O)=[CH:38][CH:37]=2)[CH2:9]1)=[O:7])([CH3:4])([CH3:3])[CH3:2].[H-].[Na+].[CH3:56]O>>[C:1]([O:5][C:6]([N:8]1[CH2:13][CH2:12][C@H:11]([C:14]2[CH:19]=[CH:18][C:17]([O:20][CH2:21][CH2:22][CH2:23][O:24][CH2:25][C:26]3[CH:31]=[CH:30][CH:29]=[CH:28][C:27]=3[O:32][CH3:33])=[CH:16][CH:15]=2)[C@@H:10]([O:34][CH2:35][C:36]2[CH:45]=[C:44]3[C:39]([CH2:40][CH2:41][CH2:42][N:43]3[CH2:46][CH2:47][CH2:48][O:49][CH3:56])=[CH:38][CH:37]=2)[CH2:9]1)=[O:7])([CH3:4])([CH3:3])[CH3:2] |f:1.2|. Yield: 65.2%. Conditions: temperature 50 celsius, time 6 hour. Reported procedure: To an ice cooled solution of 0.240 g (0.319 mmol) of crude (3R,4R)-3-[1-(3-methanesulfonyloxy-propyl)-1,2,3,4-tetrahydro-quinolin-7-ylmethoxy]-4-[4-[3-(2-methoxy-benzyloxy)-propoxy]-phenyl]-piperidine-1-carboxylic acid tert-butyl ester [example 10(a)] in 3 ml of absolute methanol was added 0.0 17 g (0.383, 1.2 equiv.) of sodium hydride (55% suspension in mineral oil). The reaction was then stirred for 6 h at 50° C., allowed to cool to room temperature, poured into 50 ml of an ice/water mixture a... Reactants: O=C([O-])[O-], CCOC(=O)c1c[nH]c2nc(C)ccc2c1=O, CN(C)C=O, [K+], [K+], NOc1ccc([N+](=O)[O-])cc1[N+](=O)[O-]. The product is CCOC(=O)c1cn(N)c2nc(C)ccc2c1=O. RXN SMILES: [C:18](=[O:19])([O-:20])[O-:21].[CH3:1][c:2]1[cH:3][cH:4][c:5]2[c:6](=[O:17])[c:7]([C:12](=[O:13])[O:14][CH2:15][CH3:16])[cH:8][nH:9][c:10]2[n:11]1.[CH3:38][N:39]([CH3:40])[CH:41]=[O:42].[K+:22].[K+:23].[N+:24]([c:25]1[cH:26][c:27]([N+:28]([O-:29])=[O:30])[cH:31][cH:32][c:33]1[O:34][NH2:35])([O-:36])=[O:37]>>[CH3:1][c:2]1[cH:3][cH:4][c:5]2[c:6](=[O:17])[c:7]([C:12](=[O:13])[O:14][CH2:15][CH3:16])[cH:8][n:9]([NH2:24])[c:10]2[n:11]1. The reactants are C1CNCCN1, CS(C)=O, Cc1cc(C)nc(Cl)c1, O. Product: Cc1cc(C)nc(N2CCNCC2)c1. RXN SMILES: [CH2:10]1[CH2:11][NH:12][CH2:13][CH2:14][NH:15]1.[CH3:16][S:17]([CH3:18])=[O:19].[Cl:1][c:2]1[n:3][c:4]([CH3:9])[cH:5][c:6]([CH3:8])[cH:7]1.[OH2:20]>>[c:2]1([N:12]2[CH2:11][CH2:10][NH:15][CH2:14][CH2:13]2)[n:3][c:4]([CH3:9])[cH:5][c:6]([CH3:8])[cH:7]1.